Dataset: the Open Reaction Database (ORD), a public repository of structured organic reaction records. Task: describe an organic reaction: reactants, conditions, products, and yield The reactants are Cl, O=C1CCNCC1, O=C1NC(=O)C(Cc2ccccc2)S1, O, O=S(=O)(Cl)Cl. Yields the product O=C1CCN(S(=O)(=O)c2ccc(CC3SC(=O)NC3=O)cc2)CC1. RXN SMILES: [ClH:20].[NH:22]1[CH2:23][CH2:24][C:25](=[O:28])[CH2:26][CH2:27]1.[O:6]=[C:7]1[S:8][CH:9]([CH2:13][c:14]2[cH:15][cH:16][cH:17][cH:18][cH:19]2)[C:10](=[O:12])[NH:11]1.[OH2:21].[S:1](=[O:2])(=[O:3])([Cl:4])[Cl:5]>>[S:1](=[O:2])(=[O:3])([c:17]1[cH:16][cH:15][c:14]([CH2:13][CH:9]2[S:8][C:7](=[O:6])[NH:11][C:10]2=[O:12])[cH:19][cH:18]1)[N:22]1[CH2:23][CH2:24][C:25](=[O:28])[CH2:26][CH2:27]1. Starting materials: O=C([O-])[O-], CC#N, Fc1c(Cl)ncnc1Oc1ccccc1Cl, Nc1ccc(O)c(Cl)c1Cl, [K+], [K+]. Yields the product Nc1ccc(Oc2ncnc(Oc3ccccc3Cl)c2F)c(Cl)c1Cl. RXN SMILES: [C:17](=[O:18])([O-:19])[O-:20].[CH3:33][C:34]#[N:35].[Cl:1][c:2]1[c:3]([F:16])[c:4]([O:8][c:9]2[c:10]([Cl:15])[cH:11][cH:12][cH:13][cH:14]2)[n:5][cH:6][n:7]1.[Cl:23][c:24]1[c:25]([OH:32])[cH:26][cH:27][c:28]([NH2:31])[c:29]1[Cl:30].[K+:21].[K+:22]>>[c:2]1([O:32][c:25]2[c:24]([Cl:23])[c:29]([Cl:30])[c:28]([NH2:31])[cH:27][cH:26]2)[c:3]([F:16])[c:4]([O:8][c:9]2[c:10]([Cl:15])[cH:11][cH:12][cH:13][cH:14]2)[n:5][cH:6][n:7]1. Starting materials: FC1=CC(=C(C=C1)NC1=C(C=NC=2N1N=CC2C(=O)O)C(=O)N2CCC1(CC2)CCC2=CC=CC=C21)C (7-(4-Fluoro-2-methylphenylamino)-6-(spiro[indane-1,4′-piperidine]-1′-ylcarbonyl)pyrazolo[1,5-a]pyrimidine-3-carboxylic acid), C1(CC1)S(=O)(=O)N (cyclopropanesulfonamide). Product: FC1=CC(=C(C=C1)NC1=C(C=NC=2N1N=CC2C(=O)NS(=O)(=O)C2CC2)C(=O)N2CCC1(CC2)CCC2=CC=CC=C21)C (N-[7-(4-Fluoro-2-methylphenylamino)-6-(spiro[indane-1,4′-piperidine]-1′-ylcarbonyl)pyrazolo[1,5-a]pyrimidine-3-carbonyl]cyclopropanesulfonamide). Isolated yield 89.2%. RXN SMILES: [F:1][C:2]1[CH:7]=[CH:6][C:5]([NH:8][C:9]2[N:14]3[N:15]=[CH:16][C:17]([C:18](O)=[O:19])=[C:13]3[N:12]=[CH:11][C:10]=2[C:21]([N:23]2[CH2:28][CH2:27][C:26]3([C:36]4[C:31](=[CH:32][CH:33]=[CH:34][CH:35]=4)[CH2:30][CH2:29]3)[CH2:25][CH2:24]2)=[O:22])=[C:4]([CH3:37])[CH:3]=1.[CH:38]1([S:41]([NH2:44])(=[O:43])=[O:42])[CH2:40][CH2:39]1>>[F:1][C:2]1[CH:7]=[CH:6][C:5]([NH:8][C:9]2[N:14]3[N:15]=[CH:16][C:17]([C:18]([NH:44][S:41]([CH:38]4[CH2:40][CH2:39]4)(=[O:43])=[O:42])=[O:19])=[C:13]3[N:12]=[CH:11][C:10]=2[C:21]([N:23]2[CH2:24][CH2:25][C:26]3([C:36]4[C:31](=[CH:32][CH:33]=[CH:34][CH:35]=4)[CH2:30][CH2:29]3)[CH2:27][CH2:28]2)=[O:22])=[C:4]([CH3:37])[CH:3]=1. Procedure: In the same manner as in Example 1, step 6 and using 7-(4-fluoro-2-methylphenylamino)-6-(spiro[indane-1,4′-piperidine]-1′-ylcarbonyl)pyrazolo[1,5-a]pyrimidine-3-carboxylic acid (0.04 g, 0.08 mmol) obtained in step 2 and cyclopropanesulfonamide (0.049 g, 0.40 mmol), the title compound (0.043 g, 88%) was obtained. Solvent: C(C)O (ethanol), O1CCCC1 (tetrahydrofuran), O (water). The reagents and catalysts are [Fe] (iron). As a reaction SMILES: [N+:1]([C:4]1[CH:13]=[C:12]2[C:7]([C:8]([Br:14])=[CH:9][N:10]=[CH:11]2)=[CH:6][CH:5]=1)([O-])=O.[Cl-].[NH4+].[Cl-].[Na+]>C(O)C.O1CCCC1.O.[Fe]>[NH2:1][C:4]1[CH:13]=[C:12]2[C:7]([C:8]([Br:14])=[CH:9][N:10]=[CH:11]2)=[CH:6][CH:5]=1 |f:1.2,3.4|. Procedure: In 1 ml of ethanol, 2 ml of tetrahydrofuran and 1 ml of water was dissolved 66 mg (0.26 mmol) of 7-nitro-4-bromoisoquinoline, and 70 mg of powdered iron and 140 mg of ammonium chloride were added thereto, followed by heating at 50 degrees for 3 hours. To the reaction mixture was added 1 N sodium chloride aqueous solution, followed by extracting with chloroform. The organic layer was dried over magnesium sulfate and concentrated. Then, the resulting residue was crystallized from isopropyl ether, ... Product: NC1=CC=C2C(=CN=CC2=C1)Br (7-Amino-4-bromoisoquinoline). Isolated yield 56.9%. Reactants: [N+](=O)([O-])C1=CC=C2C(=CN=CC2=C1)Br (7-nitro-4-bromoisoquinoline), [Cl-].[NH4+] (ammonium chloride), [Cl-].[Na+] (sodium chloride). Starting materials: O=S(=O)(Cl)c1cc(C(F)(F)F)ccc1Br, CC1CNCCN1C(=O)OC(C)(C)C, CCN(C(C)C)C(C)C, ClCCl. Yields the product CC1CN(S(=O)(=O)c2cc(C(F)(F)F)ccc2Br)CCN1C(=O)OC(C)(C)C. As a reaction SMILES: [Br:24][c:25]1[c:26]([S:35](=[O:36])(=[O:37])[Cl:38])[cH:27][c:28]([C:31]([F:32])([F:33])[F:34])[cH:29][cH:30]1.[CH3:1][CH:2]1[N:3]([C:8](=[O:9])[O:10][C:11]([CH3:12])([CH3:13])[CH3:14])[CH2:4][CH2:5][NH:6][CH2:7]1.[CH:15]([N:16]([CH2:17][CH3:18])[CH:19]([CH3:20])[CH3:21])([CH3:22])[CH3:23].[Cl:39][CH2:40][Cl:41]>>[CH3:1][CH:2]1[N:3]([C:8](=[O:9])[O:10][C:11]([CH3:12])([CH3:13])[CH3:14])[CH2:4][CH2:5][N:6]([S:35]([c:26]2[c:25]([Br:24])[cH:30][cH:29][c:28]([C:31]([F:32])([F:33])[F:34])[cH:27]2)(=[O:36])=[O:37])[CH2:7]1. Reactants: N (ammonia), ester, COC=1C=C(C=C(C(=O)O)C)C=CC1OC(CC)=O (3-methoxy-4-propionyloxy-α-methyl-cinnamic acid). Run in O1CCOCC1 (dioxane). Conditions: temperature 50 celsius, time 2 hour. The product is ester, OC1=C(C=C(C=C(C(=O)O)C)C=C1)OC (4-hydroxy-3-methoxy-α-methylcinnamic acid). The yield is 280.5%. As a reaction SMILES: [CH3:1][O:2][C:3]1[CH:4]=[C:5]([CH:12]=[CH:13][C:14]=1[O:15]C(=O)CC)[CH:6]=[C:7]([CH3:11])[C:8]([OH:10])=[O:9].N>O1CCOCC1>[OH:15][C:14]1[CH:13]=[CH:12][C:5]([CH:6]=[C:7]([CH3:11])[C:8]([OH:10])=[O:9])=[CH:4][C:3]=1[O:2][CH3:1]. Procedure details: To cycloartenyl ester of 3-methoxy-4-propionyloxy-α-methyl-cinnamic acid (84.0 g, 0.125 mole) prepared according to the procedure of Example 113 dissolved in dioxane (1000 ml) was added 25% aqueous ammonia (200 ml) and the solution was stirred at 50° C. for 2 hours. Then, the reaction mixture was concentrated under reduced pressure to remove the solvent, and the residue was dissolved in chloroform. The chloroform solution was washed with saturated brine (500 ml), and the aqueous layer were extra... Starting materials: O=C1CCCC(=O)C1, Cc1ccccc1, CCOC(C)=O, COc1ccc(Cn2c(N)c(C#N)c3c2CCCC3)cc1, O, Cc1ccc(S(=O)(=O)O)cc1. The product is COc1ccc(Cn2c3c(c(C#N)c2NC2=CC(=O)CCC2)CCCC3)cc1. RXN SMILES: [C:22]1(=[O:29])[CH2:23][C:24](=[O:28])[CH2:25][CH2:26][CH2:27]1.[CH3:42][c:43]1[cH:44][cH:45][cH:46][cH:47][cH:48]1.[CH3:49][CH2:50][O:51][C:52](=[O:53])[CH3:54].[NH2:1][c:2]1[n:3]([CH2:13][c:14]2[cH:15][cH:16][c:17]([O:20][CH3:21])[cH:18][cH:19]2)[c:4]2[c:9]([c:10]1[C:11]#[N:12])[CH2:8][CH2:7][CH2:6][CH2:5]2.[OH2:41].[c:30]1([CH3:31])[cH:32][cH:33][c:34]([S:35]([OH:36])(=[O:37])=[O:38])[cH:39][cH:40]1>>[NH:1]([c:2]1[n:3]([CH2:13][c:14]2[cH:15][cH:16][c:17]([O:20][CH3:21])[cH:18][cH:19]2)[c:4]2[c:9]([c:10]1[C:11]#[N:12])[CH2:8][CH2:7][CH2:6][CH2:5]2)[C:22]1=[CH:23][C:24](=[O:28])[CH2:25][CH2:26][CH2:27]1. The reactants are Cc1cc(C)c(CNC(=O)c2cc(Br)cc(N(C)C3CCCC3)c2C)c(=O)[nH]1, O=C([O-])[O-], C1COCCO1, Cn1cc(B(O)O)cn1, [Na+], [Na+]. Product: Cc1cc(C)c(CNC(=O)c2cc(-c3cnn(C)c3)cc(N(C)C3CCCC3)c2C)c(=O)[nH]1. RXN SMILES: [Br:1][c:2]1[cH:3][c:4]([N:22]([CH3:23])[CH:24]2[CH2:25][CH2:26][CH2:27][CH2:28]2)[c:5]([CH3:21])[c:6]([C:7](=[O:8])[NH:9][CH2:10][c:11]2[c:12](=[O:19])[nH:13][c:14]([CH3:18])[cH:15][c:16]2[CH3:17])[cH:20]1.[C:38](=[O:39])([O-:40])[O-:41].[CH2:44]1[O:45][CH2:46][CH2:47][O:48][CH2:49]1.[CH3:29][n:30]1[n:31][cH:32][c:33]([B:35]([OH:36])[OH:37])[cH:34]1.[Na+:42].[Na+:43]>>[c:2]1(-[c:33]2[cH:32][n:31][n:30]([CH3:29])[cH:34]2)[cH:3][c:4]([N:22]([CH3:23])[CH:24]2[CH2:25][CH2:26][CH2:27][CH2:28]2)[c:5]([CH3:21])[c:6]([C:7](=[O:8])[NH:9][CH2:10][c:11]2[c:12](=[O:19])[nH:13][c:14]([CH3:18])[cH:15][c:16]2[CH3:17])[cH:20]1. The reactants are FC1=CC=C(C=C1)C(CN1C=NC=C1)OC=1C=CC(=C(C(=O)O)C1)CCC1=CC=C(C=C1)F (5-[(1-(4-fluorophenyl)-2-(imidazol-1-yl)ethoxy)]-2-(4-fluorophenethyl)benzoic acid), N[C@H](C(=O)OC(C)(C)C)CCS(=O)(=O)C (tert-butyl (2S)-2-amino-4-(methylsulfonyl)butanoate), CCN=C=NCCCN(C)C.Cl (EDC.HCl). The reagents and catalysts are CN(C)C=1C=CN=CC1 (DMAP). Reaction conditions: time 16 hour. Yields the product FC1=CC=C(C=C1)C(CN1C=NC=C1)OC=1C=CC(=C(C(=O)N[C@H](C(=O)OC(C)(C)C)CCS(=O)(=O)C)C1)CCC1=CC=C(C=C1)F (tert-Butyl (2S)-2-{5-[1-(4-fluorophenyl)-2-(imidazol-1-yl)ethoxy]-2-(4-fluorophenethy)benzoylamino}-4-methylsulfonylbutyrate). The yield is 74.4%. Reaction SMILES: [F:1][C:2]1[CH:7]=[CH:6][C:5]([CH:8]([O:15][C:16]2[CH:17]=[CH:18][C:19]([CH2:25][CH2:26][C:27]3[CH:32]=[CH:31][C:30]([F:33])=[CH:29][CH:28]=3)=[C:20]([CH:24]=2)[C:21](O)=[O:22])[CH2:9][N:10]2[CH:14]=[CH:13][N:12]=[CH:11]2)=[CH:4][CH:3]=1.[NH2:34][C@@H:35]([CH2:43][CH2:44][S:45]([CH3:48])(=[O:47])=[O:46])[C:36]([O:38][C:39]([CH3:42])([CH3:41])[CH3:40])=[O:37].CCN=C=NCCCN(C)C.Cl>CN(C1C=CN=CC=1)C>[F:1][C:2]1[CH:7]=[CH:6][C:5]([CH:8]([O:15][C:16]2[CH:17]=[CH:18][C:19]([CH2:25][CH2:26][C:27]3[CH:28]=[CH:29][C:30]([F:33])=[CH:31][CH:32]=3)=[C:20]([CH:24]=2)[C:21]([NH:34][C@@H:35]([CH2:43][CH2:44][S:45]([CH3:48])(=[O:47])=[O:46])[C:36]([O:38][C:39]([CH3:41])([CH3:42])[CH3:40])=[O:37])=[O:22])[CH2:9][N:10]2[CH:14]=[CH:13][N:12]=[CH:11]2)=[CH:4][CH:3]=1 |f:2.3|. Reported procedure: A mixture of 5-[(1-(4-fluorophenyl)-2-(imidazol-1-yl)ethoxy)]-2-(4-fluorophenethyl)benzoic acid (800 mg, 1.79 mmol), tert-butyl (2S)-2-amino-4-(methylsulfonyl)butanoate (L-methionine sulphone tert-butyl ester) (630 mg, 2.68 mmol), and DMAP (870 mg, 7.1 mmol), was treated with EDC.HCl (510 mg, 2.7 mmol) was stirred at ambient temperature for 16 hours. The reaction mixture was washed with aqueous citirc acid (1M, 2×), brine, dried (MgSO4) and evaporated to dryness. The residue was purified by chro... Starting materials: C(C)OC(=O)C=1N(C=C(N1)C#N)COCC[Si](C)(C)C (4-Cyano-1-(2-trimethylsilanyl-ethoxymethyl)-1H-imidazole-2-carboxylic acid ethyl ester), [OH-].[Na+] (NaOH), Cl (HCl), [OH-].[K+] (KOH). Solvent: CCO (EtOH), O (water). Run at time 8 hour. Yields the product C(N)(=O)C=1N=C(N(C1)COCC[Si](C)(C)C)C(=O)O (4-Carbamoyl-1-(2-trimethylsilanyl-ethoxymethyl)-1H-imidazole-2-carboxylic acid). Yield: 77.3%. As a reaction SMILES: C([O:3][C:4]([C:6]1[N:7]([CH2:13][O:14][CH2:15][CH2:16][Si:17]([CH3:20])([CH3:19])[CH3:18])[CH:8]=[C:9]([C:11]#[N:12])[N:10]=1)=[O:5])C.[OH-:21].[Na+].[OH-].[K+].Cl>CCO.O>[C:11]([C:9]1[N:10]=[C:6]([C:4]([OH:3])=[O:5])[N:7]([CH2:13][O:14][CH2:15][CH2:16][Si:17]([CH3:20])([CH3:19])[CH3:18])[CH:8]=1)(=[O:21])[NH2:12] |f:1.2,3.4|. Procedure details: To a solution of 4-cyano-1-(2-trimethylsilanyl-ethoxymethyl)-1H-imidazole-2-carboxylic acid ethyl ester (prepared in Example 11, step (c))(2.0 g, 6.8 mmol) in 15 mL of EtOH was added 5 N NaOH (2.0 mL, 10 mmol) and the reaction stirred for 8 h at RT. The mixture was concentrated, then water (20 mL) and 2 N KOH (3.4 mL, 6.8 mmol) was added and the mixture heated to 90° C. for 1 h. The mixture was cooled in an ice bath and the pH adjusted to 4 with 3 N HCl and a white ppt collected by filtration an...